This data is from the Open Reaction Database (ORD), a public repository of structured organic reaction records. The task is: describe an organic reaction: reactants, conditions, products, and yield Reactants: N1(C=CC=2C=NC=CC21)C(=O)OC(C)(C)C (tert-butyl 1H-pyrrolo[3,2-c]pyridine-1-carboxylate), COCCO (glycol monomethyl ether). Reagents/catalysts: [OH-].[OH-].[Pd+2] (Pd(OH)2/C). Solvent: CC(=O)O (AcOH). Run at temperature 70 celsius. Product: N1(CCC2CNCCC21)C(=O)OC(C)(C)C (tert-butyl octahydro-1H-pyrrolo[3,2-c]pyridine-1-carboxylate). Yield: 99.8%. Reaction SMILES: [N:1]1([C:10]([O:12][C:13]([CH3:16])([CH3:15])[CH3:14])=[O:11])[C:9]2[CH:8]=[CH:7][N:6]=[CH:5][C:4]=2[CH:3]=[CH:2]1.COCCO>[OH-].[OH-].[Pd+2].CC(O)=O>[N:1]1([C:10]([O:12][C:13]([CH3:16])([CH3:15])[CH3:14])=[O:11])[CH:9]2[CH:4]([CH2:5][NH:6][CH2:7][CH2:8]2)[CH2:3][CH2:2]1 |f:2.3.4|. Reported procedure: To a solution of tert-butyl 1H-pyrrolo[3,2-c]pyridine-1-carboxylate (2.55 g) in the mixture solvent of glycol monomethyl ether (40 mL) and AcOH (1 mL) was added a catalytic amount of Pd(OH)2/C. The suspension was heated at 70° C. for 24 h under H2 (2.0 MPa) and filtered. The filtrate was concentrated in vacuo and the residue was chromatographed with a silica gel column (eluting agent: 10:1 (v/v) CH2Cl2/MeOH) to give the product as viscous liquid (2.64 g, 100.00%). Yields the product BrC1=C(C=CC(=C1)F)CC(=O)N (2-(2-Bromo-4-fluoro-phenyl)-acetamide). Reported procedure: Combine (2-bromo-4-fluoro-phenyl)-acetyl chloride (3.5 g, 14 mmol), ammonium hydroxide (8.8 M in water, 50 mL, 0.45 mmol) and THF (10 mL) in a pressure vessel. Seal the vessel and stir the mixture overnight at RT. Dilute the mixture with chloroform-IPA (3:1, 100 mL). Wash the organic phase with aqueous saturated sodium chloride and water. Dry the mixture over sodium sulfate. Concentrate the solution in vacuo to give the title compound as a white solid (3.0 g, 93%). MS (ES) m/z 232/234 [M+1]+. Solvent: C(Cl)(Cl)Cl.CC(C)O (chloroform IPA). Run at time 8 hour. RXN SMILES: [Br:1][C:2]1[CH:7]=[C:6]([F:8])[CH:5]=[CH:4][C:3]=1[CH2:9][C:10](Cl)=[O:11].[OH-].[NH4+:14].C1COCC1>C(Cl)(Cl)Cl.CC(O)C>[Br:1][C:2]1[CH:7]=[C:6]([F:8])[CH:5]=[CH:4][C:3]=1[CH2:9][C:10]([NH2:14])=[O:11] |f:1.2,4.5|. Yield: 2872.9%. Reactants: BrC1=C(C=CC(=C1)F)CC(=O)Cl ((2-bromo-4-fluoro-phenyl)-acetyl chloride), [OH-].[NH4+] (ammonium hydroxide), C1CCOC1 (THF). Starting materials: CC(O)C(NC(=O)OCc1ccccc1)C(=O)O, CCOC(=O)N1c2ccccc2C=CC1OCC, CNC(C(=O)OC)C(OC(=O)c1ccccc1)c1ccc(OCOC)cc1, ClCCl. Yields the product COCOc1ccc(C(OC(=O)c2ccccc2)C(C(=O)OC)N(C)C(=O)C(NC(=O)OCc2ccccc2)C(C)O)cc1. As a reaction SMILES: [CH2:1]([c:2]1[cH:3][cH:4][cH:5][cH:6][cH:7]1)[O:8][C:9](=[O:10])[NH:11][CH:12]([CH:13]([OH:14])[CH3:15])[C:16](=[O:17])[OH:18].[CH2:46]([O:47][CH:48]1[CH:49]=[CH:50][c:51]2[c:52]([cH:53][cH:54][cH:55][cH:56]2)[N:57]1[C:58]([O:59][CH2:60][CH3:61])=[O:62])[CH3:63].[CH3:19][O:20][C:21]([CH:22]([NH:23][CH3:24])[CH:25]([c:26]1[cH:27][cH:28][c:29]([O:32][CH2:33][O:34][CH3:35])[cH:30][cH:31]1)[O:36][C:37]([c:38]1[cH:39][cH:40][cH:41][cH:42][cH:43]1)=[O:44])=[O:45].[Cl:64][CH2:65][Cl:66]>>[CH2:1]([c:2]1[cH:3][cH:4][cH:5][cH:6][cH:7]1)[O:8][C:9](=[O:10])[NH:11][CH:12]([CH:13]([OH:14])[CH3:15])[C:16](=[O:18])[N:23]([CH:22]([C:21]([O:20][CH3:19])=[O:45])[CH:25]([c:26]1[cH:27][cH:28][c:29]([O:32][CH2:33][O:34][CH3:35])[cH:30][cH:31]1)[O:36][C:37]([c:38]1[cH:39][cH:40][cH:41][cH:42][cH:43]1)=[O:44])[CH3:24].